From a dataset of the Open Reaction Database (ORD), a public repository of structured organic reaction records. describe an organic reaction: reactants, conditions, products, and yield Reactants: COC(=O)C=1C=CC2=C(C=C(O2)C(CC)(CC)C2=CC(=C(C=C2)OCC2(OCCO2)C(C)(C)C)C)C1 (2-{1-[4-(2-tert-butyl-[1,3]dioxolan-2-ylmethoxy)-3-methyl-phenyl]-1-ethyl-propyl}-benzofuran-5-carboxylic acid methyl ester), [OH-].[Na+] (NaOH). The solvent is CO (methanol), C1CCOC1 (THF). Run at time 2 hour. Yields the product C(C)(C)(C)C1(OCCO1)COC1=C(C=C(C=C1)C(CC)(CC)C=1OC2=C(C1)C=C(C=C2)C(=O)O)C (2-{1-[4-(2-tert-Butyl-[1,3]dioxolan-2-ylmethoxy)-3-methyl-phenyl]-1-ethyl-propyl}-benzofuran-5-carboxylic acid). The yield is 97.6%. Reaction SMILES: C[O:2][C:3]([C:5]1[CH:6]=[CH:7][C:8]2[O:12][C:11]([C:13]([C:18]3[CH:23]=[CH:22][C:21]([O:24][CH2:25][C:26]4([C:31]([CH3:34])([CH3:33])[CH3:32])[O:30][CH2:29][CH2:28][O:27]4)=[C:20]([CH3:35])[CH:19]=3)([CH2:16][CH3:17])[CH2:14][CH3:15])=[CH:10][C:9]=2[CH:36]=1)=[O:4].[OH-].[Na+]>CO.C1COCC1>[C:31]([C:26]1([CH2:25][O:24][C:21]2[CH:22]=[CH:23][C:18]([C:13]([C:11]3[O:12][C:8]4[CH:7]=[CH:6][C:5]([C:3]([OH:4])=[O:2])=[CH:36][C:9]=4[CH:10]=3)([CH2:14][CH3:15])[CH2:16][CH3:17])=[CH:19][C:20]=2[CH3:35])[O:30][CH2:29][CH2:28][O:27]1)([CH3:32])([CH3:33])[CH3:34] |f:1.2|. Procedure details: A solution of 2-{1-[4-(2-tert-butyl-[1,3]dioxolan-2-ylmethoxy)-3-methyl-phenyl]-1-ethyl-propyl}-benzofuran-5-carboxylic acid methyl ester (1.51 g, 3.05 mmol) in methanol (5.0 mL) and THF (5.0 mL) and is treated with NaOH (2.0 M, 10 mL). The resulting mixture is stirred at RT for 2 h. The mixture is concentrated and neutralized with HCl (1 N) till pH˜3, and extracted with EtOAc (3×50 mL). The organic layer is dried over Na2SO4, concentrated to afford the title compound (1.43 g, 95%). RXN SMILES: [NH4+].[Cl-].[CH2:3]([O:10][C:11]1[C:12]([F:25])=[CH:13][C:14]([N+:22]([O-])=O)=[C:15]([CH:21]=1)[C:16]([O:18][CH2:19][CH3:20])=[O:17])[C:4]1[CH:9]=[CH:8][CH:7]=[CH:6][CH:5]=1>O.C(O)(C)C.C1COCC1>[NH2:22][C:14]1[CH:13]=[C:12]([F:25])[C:11]([O:10][CH2:3][C:4]2[CH:9]=[CH:8][CH:7]=[CH:6][CH:5]=2)=[CH:21][C:15]=1[C:16]([O:18][CH2:19][CH3:20])=[O:17] |f:0.1|. Yield: 82.0%. The product is NC1=C(C(=O)OCC)C=C(C(=C1)F)OCC1=CC=CC=C1 (Ethyl 2-amino-5-(benzyloxy)-4-fluorobenzoate). Run at temperature 90 celsius. Reported procedure: 1.76 g of NH4Cl dissolved in 21 ml of water are added to a mixture heated to 90° C. of 7.0 g of the compound obtained in Step 4.1, and 4.44 g of Fe(0) in 400 ml of isopropanol and 100 ml of THF. The reaction mixture is heated for 4 hours at 90° C. A further 0.88 g of NH4Cl is added and the mixture is heated for 2 hours at 90° C. The resulting mixture is filtered while hot and the filtrate is evaporated under reduced pressure. The residue is taken up in EtOAc and washed twice with saturated NaHCO... The reactants are C(C1=CC=CC=C1)OC=1C(=CC(=C(C(=O)OCC)C1)[N+](=O)[O-])F (Ethyl 5-(benzyloxy)-4-fluoro-2-nitrobenzoate), Fe(0), [NH4+].[Cl-] (NH4Cl), [NH4+].[Cl-] (NH4Cl). The solvent is C(C)(C)O (isopropanol), C1CCOC1 (THF), O (water). The reactants are ClC1=C2C=CC=C(C2=CC=C1)C(=O)O (5-chloronaphthalene-1-carboxylic acid), Cl.C(C)N=C=NCCCN(C)C (1-ethyl-3-(3-dimethylaminopropyl)carbodiimide hydrochloride), O.ON1N=NC2=C1C=CC=C2 (1-hydroxybenzotriazole monohydrate), NC(C(O)C1=CC(=CC=C1)Cl)CC=1C=CC2=C(C(CO2)(C)C)C1 ((1RS,2SR)-2-amino-1-(3-chlorophenyl)-3-(3,3-dimethyl-2,3-dihydro-1-benzofuran-5-yl)-1-propanol). The solvent is C(C)(=O)OCC (ethyl acetate), CN(C=O)C (N,N-dimethylformamide). Procedure: To a solution of 5-chloronaphthalene-1-carboxylic acid (260 mg, 1.26 mmol) in N,N-dimethylformamide (5 ml) were added 1-ethyl-3-(3-dimethylaminopropyl)carbodiimide hydrochloride (242 mg, 1.26 mmol) and 1-hydroxybenzotriazole monohydrate (193 mg, 1.26 mmol), and (1RS,2SR)-2-amino-1-(3-chlorophenyl)-3-(3,3-dimethyl-2,3-dihydro-1-benzofuran-5-yl)-1-propanol (0.40 g, 1.20 mmol) was finally added. The mixture was stirred overnight at room temperature. The mixture was diluted with ethyl acetate, washe... Yields the product ClC1=C2C=CC=C(C2=CC=C1)C(=O)NC(C(O)C1=CC(=CC=C1)Cl)CC=1C=CC2=C(C(CO2)(C)C)C1 (5-chloro-N-{(1RS,2SR)-2-(3-chlorophenyl)-1-[(3,3-dimethyl-2,3-dihydro-1-benzofuran-5-yl)methyl]-2-hydroxyethyl}-1-naphthamide). As a reaction SMILES: [Cl:1][C:2]1[CH:11]=[CH:10][CH:9]=[C:8]2[C:3]=1[CH:4]=[CH:5][CH:6]=[C:7]2[C:12]([OH:14])=O.Cl.C(N=C=NCCCN(C)C)C.O.ON1C2C=CC=CC=2N=N1.[NH2:38][CH:39]([CH2:49][C:50]1[CH:51]=[CH:52][C:53]2[O:57][CH2:56][C:55]([CH3:59])([CH3:58])[C:54]=2[CH:60]=1)[CH:40]([C:42]1[CH:47]=[CH:46][CH:45]=[C:44]([Cl:48])[CH:43]=1)[OH:41]>CN(C)C=O.C(OCC)(=O)C>[Cl:1][C:2]1[CH:11]=[CH:10][CH:9]=[C:8]2[C:3]=1[CH:4]=[CH:5][CH:6]=[C:7]2[C:12]([NH:38][CH:39]([CH2:49][C:50]1[CH:51]=[CH:52][C:53]2[O:57][CH2:56][C:55]([CH3:58])([CH3:59])[C:54]=2[CH:60]=1)[CH:40]([C:42]1[CH:47]=[CH:46][CH:45]=[C:44]([Cl:48])[CH:43]=1)[OH:41])=[O:14] |f:1.2,3.4|. Isolated yield 75.7%. Run at time 8 hour.